Dataset: the Open Reaction Database (ORD), a public repository of structured organic reaction records. Task: describe an organic reaction: reactants, conditions, products, and yield The product is OC(CC(C)C)C1=C(C=NC=2N(C(N(C(C21)=O)CCCO)=O)C)OC2=CC(=CC=C2)OC(F)(F)F (5-(1-hydroxy-3-methylbutyl)-3-(3-hydroxypropyl)-1-methyl-6-(3-(trifluoromethoxy)phenoxy)pyrido[2,3-d]pyrimidine-2,4(1H,3H)-dione). RXN SMILES: [OH:1][CH:2]([C:7]1[C:16]2[C:15](=[O:17])[N:14]([CH2:18][CH2:19][CH2:20][O:21]C3CCCCO3)[C:13](=[O:28])[N:12]([CH3:29])[C:11]=2[N:10]=[CH:9][C:8]=1[O:30][C:31]1[CH:36]=[CH:35][CH:34]=[C:33]([O:37][C:38]([F:41])([F:40])[F:39])[CH:32]=1)[CH2:3][CH:4]([CH3:6])[CH3:5]>Cl.CO.CC(=O)OCC.O>[OH:1][CH:2]([C:7]1[C:16]2[C:15](=[O:17])[N:14]([CH2:18][CH2:19][CH2:20][OH:21])[C:13](=[O:28])[N:12]([CH3:29])[C:11]=2[N:10]=[CH:9][C:8]=1[O:30][C:31]1[CH:36]=[CH:35][CH:34]=[C:33]([O:37][C:38]([F:39])([F:41])[F:40])[CH:32]=1)[CH2:3][CH:4]([CH3:5])[CH3:6] |f:1.2|. Reaction conditions: time 1 hour. The yield is 38.7%. Reactants: OC(CC(C)C)C1=C(C=NC=2N(C(N(C(C21)=O)CCCOC2OCCCC2)=O)C)OC2=CC(=CC=C2)OC(F)(F)F (5-(1-hydroxy-3-methylbutyl)-1-methyl-3-(3-((tetrahydro-2H-pyran-2-yl)oxy)propyl)-6-(3-(trifluoromethoxy)phenoxy)pyrido[2,3-d]pyrimidine-2,4(1H,3H)-dione). Run in Cl.CO (HCl MeOH), CC(OCC)=O (EA), O (water). Procedure: 5-(1-hydroxy-3-methylbutyl)-1-methyl-3-(3-((tetrahydro-2H-pyran-2-yl)oxy)propyl)-6-(3-(trifluoromethoxy)phenoxy)pyrido[2,3-d]pyrimidine-2,4(1H,3H)-dione (60 mg, 0.104 mmol) was dissolved in 2N HCl/MeOH (5 mL). The reaction was stirred at RT for 1 h then diluted with EA (10 mL) and water (10 mL). The organic layer was washed with brine (10 mL), dried over Na2SO4 and concentrated to a residue which was purified by Prep HPLC to give 5-(1-hydroxy-3-methylbutyl)-3-(3-hydroxypropyl)-1-methyl-6-(3-(tri... Reactants: COC(C1=CN=CC=C1NC1=C2C(=NC(=N1)C1=C(C=CC(=C1)Cl)F)ON=C2C)=O (4-[6-(5-Chloro-2-fluoro-phenyl)-3-methyl-isoxazolo[5,4-d]pyrimidin-4-ylamino]-nicotinic acid methyl ester), [OH-].[Na+] (sodium hydroxide). The solvent is CO (methanol). Reaction conditions: temperature 70 celsius. The product is ClC=1C=CC(=C(C1)C1=NC(=C2C(=N1)ON=C2C)NC2=CC=NC=C2C(=O)O)F (4-[6-(5-Chloro-2-fluoro-phenyl)-3-methyl-isoxazolo[5,4-d]pyrimidin-4-ylamino]-nicotinic acid). Isolated yield 27.0%. RXN SMILES: C[O:2][C:3](=[O:29])[C:4]1[C:9]([NH:10][C:11]2[N:16]=[C:15]([C:17]3[CH:22]=[C:21]([Cl:23])[CH:20]=[CH:19][C:18]=3[F:24])[N:14]=[C:13]3[O:25][N:26]=[C:27]([CH3:28])[C:12]=23)=[CH:8][CH:7]=[N:6][CH:5]=1.[OH-].[Na+]>CO>[Cl:23][C:21]1[CH:20]=[CH:19][C:18]([F:24])=[C:17]([C:15]2[N:14]=[C:13]3[O:25][N:26]=[C:27]([CH3:28])[C:12]3=[C:11]([NH:10][C:9]3[C:4]([C:3]([OH:29])=[O:2])=[CH:5][N:6]=[CH:7][CH:8]=3)[N:16]=2)[CH:22]=1 |f:1.2|. Reported procedure: 4-[6-(5-Chloro-2-fluoro-phenyl)-3-methyl-isoxazolo[5,4-d]pyrimidin-4-ylamino]-nicotinic acid methyl ester (525 mg) was suspended in methanol (4 ml), 1M sodium hydroxide solution (4 ml) was added, and then heated to 70° C. for 30 min. The methanol was removed under vacuum and the solution was acidified to pH 4 with 6 M hydrochloric acid. The solid was filtered, washed with water and dried in the oven to give 137 mg product. Reactants: Cl, [Na+], CC(=O)Nc1ccc(S(=O)(=O)Nc2ccc(N3CCC4(CC3)OCCO4)cc2)cc1, [OH-]. Yields the product CC(=O)Nc1ccc(S(=O)(=O)Nc2ccc(N3CCC(=O)CC3)cc2)cc1. RXN SMILES: [ClH:31].[Na+:33].[O:1]1[CH2:3][CH2:2][O:4][C:5]12[CH2:6][CH2:7][N:8]([c:11]1[cH:12][cH:13][c:14]([NH:17][S:18](=[O:19])(=[O:20])[c:21]3[cH:22][cH:23][c:24]([NH:27][C:28]([CH3:29])=[O:30])[cH:25][cH:26]3)[cH:15][cH:16]1)[CH2:9][CH2:10]2.[OH-:32]>>[O:4]=[C:5]1[CH2:6][CH2:7][N:8]([c:11]2[cH:12][cH:13][c:14]([NH:17][S:18](=[O:19])(=[O:20])[c:21]3[cH:22][cH:23][c:24]([NH:27][C:28]([CH3:29])=[O:30])[cH:25][cH:26]3)[cH:15][cH:16]2)[CH2:9][CH2:10]1. Starting materials: C(C)C(CBr)CCCC (2-Ethyl-bromohexane), C=1C(=CC(=C(C1I)O)I)I (triiodophenol), C([O-])([O-])=O.[K+].[K+] (potassium carbonate), IC1=C(OC(C)CC)C(=CC(=C1)I)I (2-(2,4,6-triiodophenoxy)butane). Solvent: CN(C)C=O (DMF), CN(C)C=O (DMF). Reaction conditions: time 20 hour. The product is C(C)C(COC1=C(C=C(C=C1I)I)I)CCCC (2-ethyl-1-(2,4,6-triiodophenoxy)-hexane). Yield: 73.7%. Reaction SMILES: [CH2:1]([CH:3]([CH2:6][CH2:7][CH2:8][CH3:9])[CH2:4]Br)[CH3:2].[CH:10]1[C:11]([I:19])=[CH:12][C:13]([I:18])=[C:14]([OH:17])[C:15]=1[I:16].C(=O)([O-])[O-].[K+].[K+].IC1C=C(I)C=C(I)C=1OC(CC)C>CN(C=O)C>[CH2:1]([CH:3]([CH2:6][CH2:7][CH2:8][CH3:9])[CH2:4][O:17][C:14]1[C:15]([I:16])=[CH:10][C:11]([I:19])=[CH:12][C:13]=1[I:18])[CH3:2] |f:2.3.4|. Procedure: 2-Ethyl-bromohexane (10.4 g, 53.0 mmol), triiodophenol (25.5 g, 54.0 mmol) and potassium carbonate (7.5 g, 54.3 mmol) were reacted in dry DMF (110 ml) at 77° C as for 2-(2,4,6-triiodophenoxy)butane. After stirring for 20 hrs, the reaction was cooled, diluted with DMF, filtered through a pad of celite and evaporated in vacuo. The resulting residue was taken up in EtOAc (500 ml), washed with water (200 ml), 1N aqueous sodium hydroxide (200 ml), water (2×200 ml) and brine (200 ml), dried (Na2SO4), ...